describe an organic reaction: reactants, conditions, products, and yield From a dataset of the Open Reaction Database (ORD), a public repository of structured organic reaction records. As a reaction SMILES: [Cl:13][c:14]1[c:15]([S:21](=[O:22])(=[O:23])[Cl:24])[cH:16][cH:17][c:18]([Cl:20])[cH:19]1.[NH2:1][c:2]1[s:3][cH:4][c:5]([CH2:7][C:8](=[O:9])[O:10][CH2:11][CH3:12])[n:6]1>>[NH:1]([c:2]1[s:3][cH:4][c:5]([CH2:7][C:8](=[O:9])[O:10][CH2:11][CH3:12])[n:6]1)[S:21]([c:15]1[c:14]([Cl:13])[cH:19][c:18]([Cl:20])[cH:17][cH:16]1)(=[O:22])=[O:23]. The product is CCOC(=O)Cc1csc(NS(=O)(=O)c2ccc(Cl)cc2Cl)n1. Starting materials: O=S(=O)(Cl)c1ccc(Cl)cc1Cl, CCOC(=O)Cc1csc(N)n1. Starting materials: CC(=O)OC1C(C)C(C(=O)OC(c2ccccc2)c2ccccc2)N2C(=O)C(NC(=O)COc3ccccc3)C12, CCOC(C)=O, ClC(Cl)Cl. Yields the product CC(=O)OC1C(C)C(C(=O)O)N2C(=O)C(NC(=O)COc3ccccc3)C12. As a reaction SMILES: [C:1]([CH3:2])(=[O:3])[O:4][CH:5]1[CH:6]([CH3:40])[CH:7]([C:24](=[O:25])[O:26][CH:27]([c:28]2[cH:29][cH:30][cH:31][cH:32][cH:33]2)[c:34]2[cH:35][cH:36][cH:37][cH:38][cH:39]2)[N:8]2[CH:9]1[CH:10]([NH:13][C:14]([CH2:15][O:16][c:17]1[cH:18][cH:19][cH:20][cH:21][cH:22]1)=[O:23])[C:11]2=[O:12].[CH3:45][CH2:46][O:47][C:48](=[O:49])[CH3:50].[CH:41]([Cl:42])([Cl:43])[Cl:44]>>[C:1]([CH3:2])(=[O:3])[O:4][CH:5]1[CH:6]([CH3:40])[CH:7]([C:24](=[O:25])[OH:26])[N:8]2[CH:9]1[CH:10]([NH:13][C:14]([CH2:15][O:16][c:17]1[cH:18][cH:19][cH:20][cH:21][cH:22]1)=[O:23])[C:11]2=[O:12]. Reactants: N1=CC=CC2=CC(=CC=C12)C(C(=O)NN)C (2-Quinolin-6-yl-propionic acid hydrazide), N1=CC=CC2=CC(=CC=C12)C(C(=O)NN)C (2-Quinolin-6-yl-propionic acid hydrazide), ClC=1N=NC(=CC1)C (3-chloro-6-methylpyridazine). Solvent: C(CCC)O (n-butanol). Conditions: temperature 120 celsius. The product is CC=1C=CC=2N(N1)C(=NN2)C(C)C=2C=C1C=CC=NC1=CC2 (6-[1-(6-methyl-[1,2,4]triazolo[4,3-b]pyridazin-3-yl)-ethyl]-quinoline). Yield: 53.0%. RXN SMILES: [N:1]1[C:10]2[C:5](=[CH:6][C:7]([CH:11]([CH3:16])[C:12]([NH:14][NH2:15])=O)=[CH:8][CH:9]=2)[CH:4]=[CH:3][CH:2]=1.Cl[C:18]1[N:19]=[N:20][C:21]([CH3:24])=[CH:22][CH:23]=1>C(O)CCC>[CH3:24][C:21]1[CH:22]=[CH:23][C:18]2[N:14]([C:12]([CH:11]([C:7]3[CH:6]=[C:5]4[C:10](=[CH:9][CH:8]=3)[N:1]=[CH:2][CH:3]=[CH:4]4)[CH3:16])=[N:20][N:19]=2)[N:15]=1. Procedure: 2-Quinolin-6-yl-propionic acid hydrazide (intermediate 63) (500 mg, 2.32 mmol) was added to a stirred solution of 3-chloro-6-methylpyridazine (299 mg, 2.32 mmol) in n-butanol. The reaction mixture was heated at 120° C., overnight. The volatiles were removed in vacuo and the residue absorbed onto silica gel and purified by flash chromatography (SiO2, CH2Cl2:CH3OH 100:0-90:10) to obtain 6-[1-(6-methyl-[1,2,4]triazolo[4,3-b]pyridazin-3-yl)-ethyl]-quinoline (356 mg, 53% yield). To 6-[1-(6-methyl-[1,... The reactants are [Li]CCCC, CC(C)(O)c1ccc(Cl)nc1CO, C1CCOC1, Cc1ccc(S(=O)(=O)Cl)cc1. Yields the product CC1(C)OCc2nc(Cl)ccc21. RXN SMILES: [CH2:14]([Li:15])[CH2:16][CH2:17][CH3:18].[Cl:1][c:2]1[cH:3][cH:4][c:5]([C:10]([CH3:11])([CH3:12])[OH:13])[c:6]([CH2:8][OH:9])[n:7]1.[O:30]1[CH2:31][CH2:32][CH2:33][CH2:34]1.[c:19]1([CH3:20])[cH:21][cH:22][c:23]([S:24]([Cl:25])(=[O:26])=[O:27])[cH:28][cH:29]1>>[Cl:1][c:2]1[cH:3][cH:4][c:5]2[c:6]([n:7]1)[CH2:8][O:13][C:10]2([CH3:11])[CH3:12].